Dataset: the Open Reaction Database (ORD), a public repository of structured organic reaction records. Task: describe an organic reaction: reactants, conditions, products, and yield Reactants: COC1=CC=C(C=C1)C1=CC(=NC(=C1)C1=NC=CC=C1)C1=NC(=CC=C1)C(=O)O (4′-(4-methoxyphenyl)-2,2′:6′2″-terpyridine-6-carboxylic acid), S(=O)(Cl)Cl (thionyl chloride). Run in C(Cl)Cl (methylene chloride). The product is COC1=CC=C(C=C1)C1=CC(=NC(=C1)C1=NC=CC=C1)C1=NC(=CC=C1)C(=O)Cl (4′-(4-methoxyphenyl)-2,2′:6′2″-terpyridine-6-carbonyl chloride). RXN SMILES: [CH3:1][O:2][C:3]1[CH:8]=[CH:7][C:6]([C:9]2[CH:14]=[C:13]([C:15]3[CH:20]=[CH:19][CH:18]=[CH:17][N:16]=3)[N:12]=[C:11]([C:21]3[CH:26]=[CH:25][CH:24]=[C:23]([C:27]([OH:29])=O)[N:22]=3)[CH:10]=2)=[CH:5][CH:4]=1.S(Cl)([Cl:32])=O>C(Cl)Cl>[CH3:1][O:2][C:3]1[CH:8]=[CH:7][C:6]([C:9]2[CH:14]=[C:13]([C:15]3[CH:20]=[CH:19][CH:18]=[CH:17][N:16]=3)[N:12]=[C:11]([C:21]3[CH:26]=[CH:25][CH:24]=[C:23]([C:27]([Cl:32])=[O:29])[N:22]=3)[CH:10]=2)=[CH:5][CH:4]=1. Reported procedure: To 1 g of 4′-(4-methoxyphenyl)-2,2′:6′2″-terpyridine-6-carboxylic acid is added a solution of 1 mL of thionyl chloride in 25 mL of methylene chloride. The reaction mixture is heated gently for 1 hour, and the solvent and excess thionyl chloride are removed under reduced pressure. The crude product is triturated with anhydrous heptane and isolated by filtration under nitrogen. Starting materials: 5,7-Dichloro-4-[3-chlorobenzenesulfonimide]-1,4-dihydroquinoline-2-carboxylic acid, methyl ester, C(C(=O)Cl)(=O)Cl (oxalyl chloride), ClC=1C=C(C=CC1)S(=O)(=O)N (3-chlorobenzenesulfonamide), C(C(=O)Cl)(=O)Cl (oxalyl chloride). Solvent: ClC1=C(C=CC=C1)Cl (o-dichlorobenzene). Product: ClC=1C=C(C=CC1)S(=O)(=O)N=C=O ([3-chlorobenzenesulfonyl]isocyanate). The yield is 40.0%. Reaction SMILES: C(Cl)(=O)[C:2](Cl)=[O:3].[Cl:7][C:8]1[CH:9]=[C:10]([S:14]([NH2:17])(=[O:16])=[O:15])[CH:11]=[CH:12][CH:13]=1>ClC1C=CC=CC=1Cl>[Cl:7][C:8]1[CH:9]=[C:10]([S:14]([N:17]=[C:2]=[O:3])(=[O:15])=[O:16])[CH:11]=[CH:12][CH:13]=1. Procedure: 5,7-Dichloro-4-[3-chlorobenzenesulfonimide]-1,4-dihydroquinoline-2-carboxylic acid, methyl ester ##STR30## Combine oxalyl chloride (25mL) and 3-chlorobenzenesulfonamide (4.3g, 23mmol) and reflux overnight. Remove oxalyl chloride in vacuo and combine the resulting residue with o-dichlorobenzene (25mL) and reflux. Evaporate the solvent in vacuo to distill to give [3-chlorobenzenesulfonyl]isocyanate (2g, 40%); bp 92°-5° C. The reactants are ClC=1C(=C(NCC)C=C(C1OC(C(C(F)(F)F)F)(F)F)Cl)F (3,5-dichloro-2-fluoro-4-(1,1,2,3,3,3-hexafluoropropoxy)-N-ethyl aniline), FC1=C(C(=O)N=C=O)C(=CC=C1)F (2,6-difluorobenzoyl isocyanate), FC1=C(C(=O)N=C=O)C(=CC=C1)F (2,6-difluorobenzoyl isocyanate), CCCCCCC.C(C)(=O)OCC (heptane ethyl acetate). Run in ClCCCl (1,2-dichloroethane), ClCCCl (1,2-dichloroethane), ClC(C)Cl (dichloroethane). Conditions: temperature 40 celsius. Yields the product ClC=1C(=C(C=C(C1OC(C(C(F)(F)F)F)(F)F)Cl)N(C(=O)NC(C1=C(C=CC=C1F)F)=O)CC)F (N-[3,5-Dichloro-2-fluoro-4-(1,1,2,3,3,3-hexafluoropropoxy)phenyl]-N′-(2,6-difluorobenzoyl)-N-ethylurea). The yield is 110.1%. Reaction SMILES: [Cl:1][C:2]1[C:3]([F:22])=[C:4]([CH:8]=[C:9]([Cl:21])[C:10]=1[O:11][C:12]([F:20])([F:19])[CH:13]([F:18])[C:14]([F:17])([F:16])[F:15])[NH:5][CH2:6][CH3:7].[F:23][C:24]1[CH:34]=[CH:33][CH:32]=[C:31]([F:35])[C:25]=1[C:26]([N:28]=[C:29]=[O:30])=[O:27].CCCCCCC.C(OCC)(=O)C>ClCCCl.ClC(Cl)C>[Cl:1][C:2]1[C:3]([F:22])=[C:4]([N:5]([CH2:6][CH3:7])[C:29]([NH:28][C:26](=[O:27])[C:25]2[C:31]([F:35])=[CH:32][CH:33]=[CH:34][C:24]=2[F:23])=[O:30])[CH:8]=[C:9]([Cl:21])[C:10]=1[O:11][C:12]([F:19])([F:20])[CH:13]([F:18])[C:14]([F:17])([F:16])[F:15] |f:2.3|. Reported procedure: To a solution of 1.00 g 3,5-dichloro-2-fluoro-4-(1,1,2,3,3,3-hexafluoropropoxy)-N-ethyl aniline in 2 mL 1,2-dichloroethane under an atmosphere of nitrogen at room temperature there was added 0.54 g 2,6-difluorobenzoyl isocyanate dissolved in 6 mL dichloroethane dropwise over a 10 minute period. The mixture was stirred and warmed to 40° C. for a 1.5 hour period. Analysis by thin layer chromatography silica gel 4:1 heptane/ethyl acetate indicated incomplete reaction. To the mixture was added 0.13 ... Reactants: COC(=O)CCCCCNC(=O)C=C1C=CC2=C(CCC=C2)c2ccccc21, CO, Cl, [Li+], [OH-], O. Yields the product O=C(O)CCCCCNC(=O)C=C1C=CC2=C(CCC=C2)c2ccccc21. As a reaction SMILES: [CH3:1][O:2][C:3]([CH2:4][CH2:5][CH2:6][CH2:7][CH2:8][NH:9][C:10]([CH:11]=[C:12]1[CH:13]=[CH:14][C:15]2=[C:16]([c:17]3[c:18]1[cH:19][cH:20][cH:21][cH:22]3)[CH2:23][CH2:24][CH:25]=[CH:26]2)=[O:27])=[O:28].[CH3:29][OH:30].[ClH:33].[Li+:32].[OH-:31].[OH2:34]>>[O:2]=[C:3]([CH2:4][CH2:5][CH2:6][CH2:7][CH2:8][NH:9][C:10]([CH:11]=[C:12]1[CH:13]=[CH:14][C:15]2=[C:16]([c:17]3[c:18]1[cH:19][cH:20][cH:21][cH:22]3)[CH2:23][CH2:24][CH:25]=[CH:26]2)=[O:27])[OH:28]. Solvent: CO (MeOH). Reported procedure: Add liquid ammonia (50.0 kg) to a degassed mixture of 1-(6-bromo-pyridin-3-ylmethyl)-4-ethyl-piperazine (14.2 kg), cuprous oxide (200 g), and MeOH (57 kg) at T≦40° C. Heat the mixture at 65-75° C. overnight. Cool to 20-30° C. and filter over a Celite® pad. Concentrate the filtrate and add DCM (113 kg) and adjust the pH to 12-14 with sodium hydroxide 2N (23 kg) separate the phases and wash the organic phase with DCM (58×2 kg) and combine the organic layers. Filter the mixture through Celite® and ... The product is C(C)N1CCN(CC1)CC=1C=CC(=NC1)N (5-(4-Ethyl-piperazin-1-ylmethyl)-pyridin-2-ylamine). Run at temperature 70 celsius. Isolated yield 54.5%. RXN SMILES: [NH3:1].Br[C:3]1[N:8]=[CH:7][C:6]([CH2:9][N:10]2[CH2:15][CH2:14][N:13]([CH2:16][CH3:17])[CH2:12][CH2:11]2)=[CH:5][CH:4]=1>CO>[CH2:16]([N:13]1[CH2:14][CH2:15][N:10]([CH2:9][C:6]2[CH:5]=[CH:4][C:3]([NH2:1])=[N:8][CH:7]=2)[CH2:11][CH2:12]1)[CH3:17]. The reactants are BrC1=CC=C(C=N1)CN1CCN(CC1)CC (1-(6-bromo-pyridin-3-ylmethyl)-4-ethyl-piperazine), cuprous oxide, N (ammonia). RXN SMILES: [CH3:1][C:2]1[CH:7]=[C:6]([OH:8])[C:5]2[O:9][C:10]3[C:15]([C:16]([O:18][CH2:19][C:4]=2[CH:3]=1)=[O:17])=[C:14]([O:20][CH3:21])[C:13]([C@@H:22]([OH:27])[CH2:23][CH:24]([CH3:26])[CH3:25])=[CH:12][CH:11]=3.[Cr](Cl)([O-])(=O)=O.[NH+]1C=CC=CC=1.C(OCC)C>C(Cl)Cl>[OH:8][C:6]1[C:5]2[O:9][C:10]3[CH:11]=[CH:12][C:13]([C:22](=[O:27])[CH2:23][CH:24]([CH3:26])[CH3:25])=[C:14]([O:20][CH3:21])[C:15]=3[C:16](=[O:17])[O:18][CH2:19][C:4]=2[CH:3]=[C:2]([CH3:1])[CH:7]=1 |f:1.2|. The solvent is C(Cl)Cl (methylene chloride). Procedure: 800 mg (2.2 mmol) of penicillide (Ib) are stirred at 25° C. under argon for 3 h in 15 ml of methylene chloride and 880 mg (4.1 mmol) of pyridinium chlorochromate. After addition of 200 ml of diethyl ether, the mixture is filtered through silica gel Si60. The evaporation residue of the filtrate is chromatographed on silica gel using petroleum ether/ether =1:1 Starting materials: [Cr](=O)(=O)([O-])Cl.[NH+]1=CC=CC=C1 (pyridinium chlorochromate), CC1=CC2=C(C(=C1)O)OC3=CC=C(C(=C3C(=O)OC2)OC)[C@H](CC(C)C)O (penicillide), C(C)OCC (diethyl ether). Yields the product OC1=CC(=CC=2COC(C3=C(OC21)C=CC(=C3OC)C(CC(C)C)=O)=O)C (11-Hydroxy-4-methoxy-9-methyl-3-(3-methylbutan-1-onyl)-7H-dibenzo[b,g][1,5]dioxocin-5-one). Starting materials: C(C)C1=CC(=C(C=C1)C=1OC2=C(N1)C=CC=C2)F (2-(4-ethyl-2-fluorophenyl) benzoxazole), BrN1C(CCC1=O)=O (N-bromosuccinimide), BrN1C(CCC1=O)=O (N-bromosuccinimide), C(C1=CC=CC=C1)(=O)OOC(C1=CC=CC=C1)=O (dibenzoyl peroxide). The solvent is C(Cl)(Cl)(Cl)Cl (carbon tetrachloride). Product: BrC(C)C1=CC(=C(C=C1)C=1OC2=C(N1)C=CC=C2)F (2-[4-(1-bromoethyl)-2-fluorophenyl]benzoxazole). RXN SMILES: [CH2:1]([C:3]1[CH:8]=[CH:7][C:6]([C:9]2[O:10][C:11]3[CH:17]=[CH:16][CH:15]=[CH:14][C:12]=3[N:13]=2)=[C:5]([F:18])[CH:4]=1)[CH3:2].[Br:19]N1C(=O)CCC1=O.C(OOC(=O)C1C=CC=CC=1)(=O)C1C=CC=CC=1>C(Cl)(Cl)(Cl)Cl>[Br:19][CH:1]([C:3]1[CH:8]=[CH:7][C:6]([C:9]2[O:10][C:11]3[CH:17]=[CH:16][CH:15]=[CH:14][C:12]=3[N:13]=2)=[C:5]([F:18])[CH:4]=1)[CH3:2]. Reported procedure: A mixture of 26 gm. 2-(4-ethyl-2-fluorophenyl) benzoxazole, 19.76 gm. of N-bromosuccinimide and 50 mg. of dibenzoyl peroxide in 150 cc. of carbon tetrachloride is refluxed until the N-bromosuccinimide is consumed. The reaction mixture is filtered and the filtrate concentrated to give a 2-[4-(1-bromoethyl)-2-fluorophenyl]benzoxazole, m.p., 103°-104° C. RXN SMILES: [CH3:18][OH:19].[F:1][c:2]1[cH:3][c:4]([OH:17])[cH:5][c:6]([F:16])[c:7]1[N:8]=[N:9][c:10]1[cH:11][cH:12][cH:13][cH:14][cH:15]1>>[F:1][c:2]1[cH:3][c:4]([OH:17])[cH:5][c:6]([F:16])[c:7]1[NH2:8]. Starting materials: CO, Oc1cc(F)c(N=Nc2ccccc2)c(F)c1. The product is Nc1c(F)cc(O)cc1F. Starting materials: [OH-].[Na+] (sodium hydroxide), C1(CCCC1)C(C(=O)NCC/C=C/C1(CC1)C(=O)[O-])C1=CC=C(C=C1)CN1N=C(OCC1=O)C1=CC=CC=C1 (trans-1-[4-{[(+)-2-cyclopentyl-2-{4-[(5-oxo-2-phenyl-5,6-dihydro-4H-1,3,4-oxadiazin-4-yl)methyl]phenyl}acetyl]amino}but-1-en-1-yl]cyclopropanecarboxylate), Cl (hydrochloric acid). Solvent: C1CCOC1 (THF), C(C)O (ethanol). Run at time 20 minute. The product is C1(CCCC1)C(C(=O)NCCC=CC1(CC1)C(=O)O)C1=CC=C(C=C1)CN1N=C(OCC1=O)C1=CC=CC=C1 ((4-{[2-Cyclopentyl-2-{4-[(5-oxo-2-phenyl-5,6-dihydro-4H-1,3,4-oxadiazin-4-yl)-methyl]phenyl}acetyl]amino}but-1-en-1-yl]cyclopropanecarboxylic Acid). RXN SMILES: [OH-].[Na+].[CH:3]1([CH:8]([C:22]2[CH:27]=[CH:26][C:25]([CH2:28][N:29]3[C:34](=[O:35])[CH2:33][O:32][C:31]([C:36]4[CH:41]=[CH:40][CH:39]=[CH:38][CH:37]=4)=[N:30]3)=[CH:24][CH:23]=2)[C:9]([NH:11][CH2:12][CH2:13]/[CH:14]=[CH:15]/[C:16]2([C:19]([O-:21])=[O:20])[CH2:18][CH2:17]2)=[O:10])[CH2:7][CH2:6][CH2:5][CH2:4]1.Cl>C1COCC1.C(O)C>[CH:3]1([CH:8]([C:22]2[CH:23]=[CH:24][C:25]([CH2:28][N:29]3[C:34](=[O:35])[CH2:33][O:32][C:31]([C:36]4[CH:41]=[CH:40][CH:39]=[CH:38][CH:37]=4)=[N:30]3)=[CH:26][CH:27]=2)[C:9]([NH:11][CH2:12][CH2:13][CH:14]=[CH:15][C:16]2([C:19]([OH:21])=[O:20])[CH2:18][CH2:17]2)=[O:10])[CH2:7][CH2:6][CH2:5][CH2:4]1 |f:0.1|. Procedure details: 86 mg (2.15 mmol) of sodium hydroxide were added to a solution of 120 mg (0.215 mmol) of ethyl cis/trans-1-[4-{[(+)-2-cyclopentyl-2-{4-[(5-oxo-2-phenyl-5,6-dihydro-4H-1,3,4-oxadiazin-4-yl)methyl]phenyl}acetyl]amino}but-1-en-1-yl]cyclopropanecarboxylate in 0.23 ml of THF and 0.56 ml of ethanol. The suspension was stirred at RT for 20 min and then acidified slightly with 1 N hydrochloric acid. The mixture was extracted three times with ethyl acetate. The combined organic phases were washed with sa...